Dataset: the Open Reaction Database (ORD), a public repository of structured organic reaction records. Task: describe an organic reaction: reactants, conditions, products, and yield Reactants: C(C)(C)(C)OC(=O)N1C[C@H]2CC3=CC=C(N=C3N2[C@@H](C1)C)Br ((4R,9aR)-6-bromo-4-methyl-3,4,9,9a-tetrahydro-1H-2,4a,5-triaza-fluorene-2-carboxylic acid tert-butyl ester), C(CCC)[Li] (n-butyl lithium), C(C)SSCC (ethyl disulfide), C(C)(=O)[O-].[NH4+] (ammonium acetate). The solvent is O1CCCC1 (tetrahydrofuran), O (Water), O1CCCC1 (tetrahydrofuran), CO (methanol), CO (methanol), O (water), CO (methanol). Reaction conditions: temperature -78 celsius, time 30 minute. The product is C(C)(C)(C)OC(=O)N1C[C@H]2CC3=CC=C(N=C3N2[C@@H](C1)C)SCC ((4R,9aR)-6-Ethylsulfanyl-4-methyl-3,4,9,9a-tetrahydro-1H-2,4a,5-triaza-fluorene-2-carboxylic acid tert-butyl ester). The yield is 37.6%. Reaction SMILES: C([Li])CCC.[C:6]([O:10][C:11]([N:13]1[CH2:25][C@@H:24]([CH3:26])[N:23]2[C@H:15]([CH2:16][C:17]3[C:22]2=[N:21][C:20](Br)=[CH:19][CH:18]=3)[CH2:14]1)=[O:12])([CH3:9])([CH3:8])[CH3:7].[CH2:28]([S:30]SCC)[CH3:29].C([O-])(=O)C.[NH4+]>O1CCCC1.CO.O>[C:6]([O:10][C:11]([N:13]1[CH2:25][C@@H:24]([CH3:26])[N:23]2[C@H:15]([CH2:16][C:17]3[C:22]2=[N:21][C:20]([S:30][CH2:28][CH3:29])=[CH:19][CH:18]=3)[CH2:14]1)=[O:12])([CH3:9])([CH3:8])[CH3:7] |f:3.4|. Reported procedure: A solution of n-butyl lithium (1.6 M in hexanes, 0.5 mL, 0.8 mmol) in tetrahydrofuran (5 mL) was stirred at −78° C. for 5 min. under an argon atmosphere. A mixture of (4R,9aR)-6-bromo-4-methyl-3,4,9,9a-tetrahydro-1H-2,4a,5-triaza-fluorene-2-carboxylic acid tert-butyl ester (0.2 g, 0.54 mmol) in tetrahydrofuran (5 mL) was added dropwise, maintaining the temperature below −70° C. The resultant dark red solution was left to stir at −78° C. for 30 min then ethyl disulfide (0.13 mL, 1.08 mmol) was ad... Starting materials: O(C1=CC=CC=C1)C=1C=C(C=CC1)C(C(=O)N)(C)C#N (2-(3-phenoxy-phenyl)-2-cyano-propionic acid amide), [OH-].[Na+] (sodium hydroxide), alcohol. Run at time 20 hour. The product is O(C1=CC=CC=C1)C=1C=C(C=CC1)C(C(=O)O)C (2-(3-phenoxy-phenyl)-propionic acid). Isolated yield 98.5%. As a reaction SMILES: [O:1]([C:8]1[CH:9]=[C:10]([C:14]([C:19]#N)(C)[C:15](N)=[O:16])[CH:11]=[CH:12][CH:13]=1)[C:2]1[CH:7]=[CH:6][CH:5]=[CH:4][CH:3]=1.[OH-:21].[Na+]>>[O:1]([C:8]1[CH:9]=[C:10]([CH:14]([CH3:19])[C:15]([OH:16])=[O:21])[CH:11]=[CH:12][CH:13]=1)[C:2]1[CH:3]=[CH:4][CH:5]=[CH:6][CH:7]=1 |f:1.2|. Procedure: A mixture of 106.4 g. of 2-(3-phenoxy-phenyl)-2-cyano-propionic acid amide, 200 ml. of 40% aqueous sodium hydroxide and 400 ml. of alcohol is boiled under stirring for 20 hours. The alcohol is then distilled off and the residue is diluted with 200 ml. of water. The aqueous solution is acidified to pH=1 by adding concentrated hydrochloric acid. The separating oil is extracted with 3×500 ml of benzene. The benzene solution is evaporated after drying above sodium sulphate. Thus 96 g. (98.5%) 2-(3-p... The reactants are CCOC(=O)CSc1cnc(NC(=O)N(CCC(C)C)c2cccc(NC(C)=O)c2)s1, CCOC(=O)CSc1cnc(N)s1, CC(C)CCO, O=C(O)Cc1csc(NC(=O)N(CC2CCCC2)c2ccc(F)c(F)c2)n1, CC(=O)Nc1cccc(N)c1. The product is CC(=O)Nc1cccc(N(CCC(C)C)C(=O)Nc2ncc(SCC(=O)O)s2)c1. RXN SMILES: [CH2:1]([CH3:2])[O:3][C:4]([CH2:5][S:6][c:7]1[cH:8][n:9][c:10]([NH:12][C:13](=[O:14])[N:15]([CH2:16][CH2:17][CH:18]([CH3:19])[CH3:20])[c:21]2[cH:22][c:23]([NH:27][C:28]([CH3:29])=[O:30])[cH:24][cH:25][cH:26]2)[s:11]1)=[O:31].[CH2:70]([O:71][C:72](=[O:73])[CH2:74][S:75][c:76]1[s:77][c:78]([NH2:79])[n:80][cH:81]1)[CH3:82].[CH3:83][CH:84]([CH3:85])[CH2:86][CH2:87][OH:88].[CH:32]1([CH2:33][N:34]([c:35]2[cH:36][cH:37][c:38]([F:39])[c:40]([F:41])[cH:42]2)[C:43](=[O:44])[NH:45][c:46]2[s:47][cH:48][c:49]([CH2:50][C:51]([OH:52])=[O:53])[n:54]2)[CH2:55][CH2:56][CH2:57][CH2:58]1.[NH2:59][c:60]1[cH:61][c:62]([NH:63][C:64](=[O:65])[CH3:66])[cH:67][cH:68][cH:69]1>>[O:3]=[C:4]([CH2:5][S:6][c:7]1[cH:8][n:9][c:10]([NH:12][C:13](=[O:14])[N:15]([CH2:16][CH2:17][CH:18]([CH3:19])[CH3:20])[c:21]2[cH:22][c:23]([NH:27][C:28]([CH3:29])=[O:30])[cH:24][cH:25][cH:26]2)[s:11]1)[OH:31]. The reactants are C(C)(C)(C)OC(=O)N1C[C@H]2C=C(C([C@@H](C1)N2C(=O)OC(C)(C)C)C(=O)O)C2=CC=C(C=C2)CCCOC2=C(C(=CC=C2F)F)Cl ((rac.)-(1R*,5S*)-7-{4-[3-(2-Chloro-3,6-difluoro-phenoxy)-propyl]-phenyl}-3,9-diaza-bicyclo[3.3.1]non-7-ene-3,6,9-tricarboxylic acid 3,9-di-tert-butyl ester). Reagents/catalysts: [Pd] (Pd/C). The solvent is CO (MeOH). Reaction conditions: time 2 hour. The product is C(C)(C)(C)OC(=O)N1CC2CC(C(C(C1)N2C(=O)OC(C)(C)C)C(=O)O)C2=CC=C(C=C2)CCCOC2=C(C(=CC=C2F)F)Cl (7-{4-[3-(2-chloro-3,6-difluoro-phenoxy)-propyl]-phenyl}-3,9-diaza-bicyclo[3.3.1]nonane-3,6,9-tricarboxylic acid 3,9-di-tert-butyl ester). RXN SMILES: [C:1]([O:5][C:6]([N:8]1[CH2:15][C@H:14]2[N:16]([C:17]([O:19][C:20]([CH3:23])([CH3:22])[CH3:21])=[O:18])[C@H:10]([CH:11]=[C:12]([C:27]3[CH:32]=[CH:31][C:30]([CH2:33][CH2:34][CH2:35][O:36][C:37]4[C:42]([F:43])=[CH:41][CH:40]=[C:39]([F:44])[C:38]=4[Cl:45])=[CH:29][CH:28]=3)[CH:13]2[C:24]([OH:26])=[O:25])[CH2:9]1)=[O:7])([CH3:4])([CH3:3])[CH3:2]>CO.[Pd]>[C:1]([O:5][C:6]([N:8]1[CH2:15][CH:14]2[N:16]([C:17]([O:19][C:20]([CH3:23])([CH3:22])[CH3:21])=[O:18])[CH:10]([CH2:11][CH:12]([C:27]3[CH:28]=[CH:29][C:30]([CH2:33][CH2:34][CH2:35][O:36][C:37]4[C:42]([F:43])=[CH:41][CH:40]=[C:39]([F:44])[C:38]=4[Cl:45])=[CH:31][CH:32]=3)[CH:13]2[C:24]([OH:26])=[O:25])[CH2:9]1)=[O:7])([CH3:2])([CH3:3])[CH3:4]. Procedure details: In a 250 mL round-bottom flask equipped with a magnetic stirrer is suspended compound B1 (1.17 g, 1.80 mmol) and Pd/C (10% w/w, 1.20 g) in MeOH (100 mL). The resulting suspension is deoxygenated and then flushed with H2 gas for 15 min. Finally, the reaction mixture is vigorously stirred at rt under a static H2 atmosphere maintained with a balloon. After 2 h, quantitative consumption of compound B1 can be discerned. The reaction vessel is then vigorously purged with N2 and the suspension is filte... The product is CNC(=O)Nc1ccc(OCCCN2CCN(c3ccccc3)CC2)c(OC)c1. The reactants are CN=C=O, COc1cc(N)ccc1OCCCN1CCN(c2ccccc2)CC1, c1ccccc1. Reaction SMILES: [CH3:1][N:2]=[C:3]=[O:4].[NH2:5][c:6]1[cH:7][c:8]([O:28][CH3:29])[c:9]([O:10][CH2:11][CH2:12][CH2:13][N:14]2[CH2:15][CH2:16][N:17]([c:20]3[cH:21][cH:22][cH:23][cH:24][cH:25]3)[CH2:18][CH2:19]2)[cH:26][cH:27]1.[cH:30]1[cH:31][cH:32][cH:33][cH:34][cH:35]1>>[CH3:1][NH:2][C:3](=[O:4])[NH:5][c:6]1[cH:7][c:8]([O:28][CH3:29])[c:9]([O:10][CH2:11][CH2:12][CH2:13][N:14]2[CH2:15][CH2:16][N:17]([c:20]3[cH:21][cH:22][cH:23][cH:24][cH:25]3)[CH2:18][CH2:19]2)[cH:26][cH:27]1.